Dataset: the Open Reaction Database (ORD), a public repository of structured organic reaction records. Task: describe an organic reaction: reactants, conditions, products, and yield Starting materials: ClC1=C(C(=O)OC)C=C(C(=C1C)Cl)F (methyl 2,4-dichloro-5-fluoro-3-methylbenzoate), [OH-].[Na+] (NaOH), Cl (HCl). Run in C(C)O.O (ethanol water). The product is ClC1=C(C(=O)O)C=C(C(=C1C)Cl)F (2,4-Dichloro-5-fluoro-3-methylbenzoic acid). Isolated yield 99.6%. Reaction SMILES: [Cl:1][C:2]1[C:11]([CH3:12])=[C:10]([Cl:13])[C:9]([F:14])=[CH:8][C:3]=1[C:4]([O:6]C)=[O:5].[OH-].[Na+].Cl>C(O)C.O>[Cl:1][C:2]1[C:11]([CH3:12])=[C:10]([Cl:13])[C:9]([F:14])=[CH:8][C:3]=1[C:4]([OH:6])=[O:5] |f:1.2,4.5|. Procedure: 68 g of this tetrafluoroborate are thermally decomposed in o-dichlorobenzene. After work-up, 15 g of methyl 2,4-dichloro-5-fluoro-3-methylbenzoate of boiling point 139°-40° C. (16 mbar) are obtained. 12.8 g of this ester are boiled for 11/2 hours with 4 g of NaOH in 100 ml of ethanol/water. After cooling, the mixture is acidified with HCl and filtered under suction. 12 g of the title compound are obtained. Melting point 167°-69° C.